describe an organic reaction: reactants, conditions, products, and yield From a dataset of the Open Reaction Database (ORD), a public repository of structured organic reaction records. Reactants: C(C)(C)[C@H]1NS(CC1)(=O)=O ((S)-3-isopropylisothiazolidine 1,1-dioxide), BrC1=CC(=C(C=C1)C(=O)N1CCN(CC1)C1=NC=C(C=C1C)C)F ((4-bromo-2-fluorophenyl)[4-(3,5-dimethylpyridin-2-yl)piperazin-1-yl]methanone). Yields the product CC=1C(=NC=C(C1)C)N1CCN(CC1)C(=O)C1=C(C=C(C=C1)N1S(CC[C@H]1C(C)C)(=O)=O)F ((S)-[4-(3,5-dimethylpyridin-2-yl)piperazin-1-yl][2-fluoro-4-(3-isopropyl-1,1-dioxo-1λ6-isothiazolidin-2-yl)phenyl]methanone). Yield: 16.4%. RXN SMILES: [CH:1]([C@@H:4]1[CH2:8][CH2:7][S:6](=[O:10])(=[O:9])[NH:5]1)([CH3:3])[CH3:2].Br[C:12]1[CH:17]=[CH:16][C:15]([C:18]([N:20]2[CH2:25][CH2:24][N:23]([C:26]3[C:31]([CH3:32])=[CH:30][C:29]([CH3:33])=[CH:28][N:27]=3)[CH2:22][CH2:21]2)=[O:19])=[C:14]([F:34])[CH:13]=1>>[CH3:32][C:31]1[C:26]([N:23]2[CH2:24][CH2:25][N:20]([C:18]([C:15]3[CH:16]=[CH:17][C:12]([N:5]4[C@H:4]([CH:1]([CH3:3])[CH3:2])[CH2:8][CH2:7][S:6]4(=[O:10])=[O:9])=[CH:13][C:14]=3[F:34])=[O:19])[CH2:21][CH2:22]2)=[N:27][CH:28]=[C:29]([CH3:33])[CH:30]=1. Procedure details: Using (S)-3-isopropylisothiazolidine 1,1-dioxide (400 mg) described in Preparation Example 6 and (4-bromo-2-fluorophenyl)[4-(3,5-dimethylpyridin-2-yl)piperazin-1-yl]methanone (392 mg) described in Preparation Example 114 and by the reaction and treatment in the same manner as in Example 4, the title compound (78 mg) was obtained. Starting materials: COC(C1=CC(=C(C=C1)O)C(C)(C)C)=O (3-(1,1-dimethylethyl)-4-hydroxybenzoic acid methyl ester), BrCCCCCCCCCCCCCC (1-bromotetradecane), C([O-])([O-])=O.[K+].[K+] (potassium carbonate). The solvent is CC(=O)C (acetone). Yields the product COC(C1=CC(=C(C=C1)OCCCCCCCCCCCCCC)C(C)(C)C)=O (3-(1,1-Dimethylethyl)-4-(tetradecyloxy)benzoic acid methyl ester). Reaction SMILES: [CH3:1][O:2][C:3](=[O:15])[C:4]1[CH:9]=[CH:8][C:7]([OH:10])=[C:6]([C:11]([CH3:14])([CH3:13])[CH3:12])[CH:5]=1.Br[CH2:17][CH2:18][CH2:19][CH2:20][CH2:21][CH2:22][CH2:23][CH2:24][CH2:25][CH2:26][CH2:27][CH2:28][CH2:29][CH3:30].C(=O)([O-])[O-].[K+].[K+]>CC(C)=O>[CH3:1][O:2][C:3](=[O:15])[C:4]1[CH:9]=[CH:8][C:7]([O:10][CH2:30][CH2:29][CH2:28][CH2:27][CH2:26][CH2:25][CH2:24][CH2:23][CH2:22][CH2:21][CH2:20][CH2:19][CH2:18][CH3:17])=[C:6]([C:11]([CH3:12])([CH3:14])[CH3:13])[CH:5]=1 |f:2.3.4|. Reported procedure: A mixture of 30.0 g 3-(1,1-dimethylethyl)-4-hydroxybenzoic acid methyl ester, 42.9 ml of 1-bromotetradecane, 47.8 g of potassium carbonate and 700 ml of acetone is refluxed for 48 hours. The cooled reaction is filtered, concentrated in vacuo and purified by column chromatography (silica gel:0-3% ethyl acetate/hexane) to give 38.8 g of the desired product as colorless prisms. Reactants: CC(C)CCCCCCC(=O)O, COc1cc(CCCO)ccc1O, CCCCCC. The product is COc1cc(CCCOC(=O)CCCCCCC(C)C)ccc1O. As a reaction SMILES: [CH3:14][CH:15]([CH2:16][CH2:17][CH2:18][CH2:19][CH2:20][CH2:21][C:22](=[O:23])[OH:24])[CH3:25].[CH3:1][O:2][c:3]1[cH:4][c:5]([CH2:10][CH2:11][CH2:12][OH:13])[cH:6][cH:7][c:8]1[OH:9].[CH3:26][CH2:27][CH2:28][CH2:29][CH2:30][CH3:31]>>[CH3:1][O:2][c:3]1[cH:4][c:5]([CH2:10][CH2:11][CH2:12][O:13][C:22]([CH2:21][CH2:20][CH2:19][CH2:18][CH2:17][CH2:16][CH:15]([CH3:14])[CH3:25])=[O:23])[cH:6][cH:7][c:8]1[OH:9]. Starting materials: CSc1ncc2cc(-c3cc(NC(=O)Nc4cnn(C(C)(C)C)c4C(F)(F)F)c(F)cc3Cl)c(=O)n(C)c2n1, C1CCOC1, CN, O=C(OO)c1cccc(Cl)c1. The product is CNc1ncc2cc(-c3cc(NC(=O)Nc4cnn(C(C)(C)C)c4C(F)(F)F)c(F)cc3Cl)c(=O)n(C)c2n1. Reaction SMILES: [C:1]([CH3:2])([CH3:3])([CH3:4])[n:5]1[n:6][cH:7][c:8]([NH:14][C:15](=[O:16])[NH:17][c:18]2[c:19]([F:39])[cH:20][c:21]([Cl:38])[c:22](-[c:24]3[cH:25][c:26]4[c:27]([n:28][c:29]([S:32][CH3:33])[n:30][cH:31]4)[n:34]([CH3:37])[c:35]3=[O:36])[cH:23]2)[c:9]1[C:10]([F:11])([F:12])[F:13].[CH2:53]1[O:54][CH2:55][CH2:56][CH2:57]1.[CH3:51][NH2:52].[OH:40][O:41][C:42]([c:43]1[cH:44][c:45]([Cl:46])[cH:47][cH:48][cH:49]1)=[O:50]>>[C:1]([CH3:2])([CH3:3])([CH3:4])[n:5]1[n:6][cH:7][c:8]([NH:14][C:15](=[O:16])[NH:17][c:18]2[c:19]([F:39])[cH:20][c:21]([Cl:38])[c:22](-[c:24]3[cH:25][c:26]4[c:27]([n:28][c:29]([NH:52][CH3:51])[n:30][cH:31]4)[n:34]([CH3:37])[c:35]3=[O:36])[cH:23]2)[c:9]1[C:10]([F:11])([F:12])[F:13]. The reactants are ClC=1C(=NC(=C(C1OC1=CC(=C(C=C1)OC)C(C)C)Cl)F)F (3,5-dichloro-2,6-difluoro-4-(3-isopropyl-4-methoxyphenoxy)pyridine), C(CO)(=O)OC (methyl glycolate), oil, [H-].[Na+] (sodium hydride), Cl (HCl). Run in C1CCOC1 (THF), [Cl-].[Na+].O (brine). Run at time 30 minute. Product: ClC=1C(=NC(=C(C1OC1=CC(=C(C=C1)OC)C(C)C)Cl)OCC(=O)OC)F (3,5-Dichloro-2-fluoro-4-(3-isopropyl-4-methoxyphenoxy)-6-methoxycarbonylmethoxypyridine). RXN SMILES: [Cl:1][C:2]1[C:3](F)=[N:4][C:5]([F:21])=[C:6]([Cl:20])[C:7]=1[O:8][C:9]1[CH:14]=[CH:13][C:12]([O:15][CH3:16])=[C:11]([CH:17]([CH3:19])[CH3:18])[CH:10]=1.[C:23]([O:27][CH3:28])(=[O:26])[CH2:24][OH:25].[H-].[Na+].Cl>C1COCC1.[Cl-].[Na+].O>[Cl:20][C:6]1[C:5]([F:21])=[N:4][C:3]([O:25][CH2:24][C:23]([O:27][CH3:28])=[O:26])=[C:2]([Cl:1])[C:7]=1[O:8][C:9]1[CH:14]=[CH:13][C:12]([O:15][CH3:16])=[C:11]([CH:17]([CH3:19])[CH3:18])[CH:10]=1 |f:2.3,6.7.8|. Procedure: To a solution of 3,5-dichloro-2,6-difluoro-4-(3-isopropyl-4-methoxyphenoxy)pyridine (100 mg) and methyl glycolate (neat, 25 μl) in THF (2.0 mL) was added a 60% oil dispersion of sodium hydride (10 mg) in one portion. The resulting mixture was stirred at ambient temperature for 30 min. The reaction mixture was diluted with brine, neutralized with 1 N HCl, extracted with CH2Cl2 (50 mL×2), dried (Na2SO4) and concentrated in vacuo to afford the title compound as a colorless oil (120 mg). Starting materials: CCC(C(=O)[O-])C1CN=C(c2cc3cccc(N(C)S(=O)(=O)c4ccccc4C(F)(F)F)c3[nH]2)S1, [K+], C1CCOC1, [OH-], O=C(O)CC(O)(CC(=O)O)C(=O)O. The product is CN(c1cccc2cc(C3=NCC(CC(=O)O)S3)[nH]c12)S(=O)(=O)c1ccccc1C(F)(F)F. As a reaction SMILES: [CH2:1]([CH3:2])[CH:3]([C:4](=[O:5])[O-:6])[CH:7]1[CH2:8][N:9]=[C:10]([c:12]2[nH:13][c:14]3[c:15]([N:21]([S:22](=[O:23])(=[O:24])[c:25]4[c:26]([C:31]([F:32])([F:33])[F:34])[cH:27][cH:28][cH:29][cH:30]4)[CH3:35])[cH:16][cH:17][cH:18][c:19]3[cH:20]2)[S:11]1.[K+:37].[O:51]1[CH2:52][CH2:53][CH2:54][CH2:55]1.[OH-:36].[OH:38][C:39]([CH2:40][C:41]([C:42](=[O:43])[OH:44])([CH2:45][C:46](=[O:47])[OH:48])[OH:49])=[O:50]>>[CH2:3]([C:4](=[O:5])[OH:6])[CH:7]1[CH2:8][N:9]=[C:10]([c:12]2[nH:13][c:14]3[c:15]([N:21]([S:22](=[O:23])(=[O:24])[c:25]4[c:26]([C:31]([F:32])([F:33])[F:34])[cH:27][cH:28][cH:29][cH:30]4)[CH3:35])[cH:16][cH:17][cH:18][c:19]3[cH:20]2)[S:11]1. Reactants: OC1=C(C(=O)OC)C=CC(=C1)O (methyl 2,4-dihydroxybenzoate), C1(=CC=CC=C1)NS(=O)(=O)C(F)(F)F (N-phenyltrifluoro-methanesulfonamide), CCN(C(C)C)C(C)C (DIPEA). The solvent is C(Cl)Cl (DCM). The product is FC(S(=O)(=O)OC1=C(C(=O)OC)C=CC(=C1)OS(=O)(=O)C(F)(F)F)(F)F (Methyl 2,4-bis(trifluoromethylsulfonyloxy)benzoate). Isolated yield 88.8%. RXN SMILES: [OH:1][C:2]1[CH:11]=[C:10]([OH:12])[CH:9]=[CH:8][C:3]=1[C:4]([O:6][CH3:7])=[O:5].C1(N[S:20]([C:23]([F:26])([F:25])[F:24])(=[O:22])=[O:21])C=CC=CC=1.CCN(C(C)C)C(C)C>C(Cl)Cl>[F:24][C:23]([F:26])([F:25])[S:20]([O:1][C:2]1[CH:11]=[C:10]([O:12][S:20]([C:23]([F:26])([F:25])[F:24])(=[O:22])=[O:21])[CH:9]=[CH:8][C:3]=1[C:4]([O:6][CH3:7])=[O:5])(=[O:22])=[O:21]. Procedure details: A solution of methyl 2,4-dihydroxybenzoate 46 (0.5 g, 2.97 mmol), N-phenyltrifluoro-methanesulfonamide (2.125 g, 5.95 mmol) and DIPEA (1.039 mL, 5.95 mmol) in DCM (15 mL) was stirred at room temperature for 2 days then washed with saturated NaHCO3, brine, dried over MgSO4, filtered and solvent evaporated to provide methyl 2,4-bis(trifluoromethylsulfonyloxy)benzoate 47 (1.14 g, 89% yield) after purification by Biotage (0 to 10% EtOAc in Hexane). LRMS (ESI): (calc.) 431.94 (found) 455.0 (MNa)+